Dataset: the Open Reaction Database (ORD), a public repository of structured organic reaction records. Task: describe an organic reaction: reactants, conditions, products, and yield Reactants: C1COC2(CCC(CC2)=O)O1 (1,4-cyclohexanedione monoethylene ketal), Grignard reagent, BrC1=CC(=C(C=C1)F)F (1-bromo-3,4-difluorobenzene), [Mg] (magnesium). Solvent: C1CCOC1 (THF), C1CCOC1 (THF). Yields the product FC=1C=C(C=CC1F)C1(CCC2(OCCO2)CC1)O (8-(3,4-Difluorophenyl)-1,4-dioxaspiro[4.5]decan-8-ol). The yield is 38.0%. As a reaction SMILES: [CH2:1]1[O:11][C:4]2([CH2:9][CH2:8][C:7](=[O:10])[CH2:6][CH2:5]2)[O:3][CH2:2]1.Br[C:13]1[CH:18]=[CH:17][C:16]([F:19])=[C:15]([F:20])[CH:14]=1.[Mg]>C1COCC1>[F:19][C:16]1[CH:17]=[C:18]([C:7]2([OH:10])[CH2:6][CH2:5][C:4]3([O:3][CH2:2][CH2:1][O:11]3)[CH2:9][CH2:8]2)[CH:13]=[CH:14][C:15]=1[F:20]. Reported procedure: A solution of 1,4-cyclohexanedione monoethylene ketal (15.6 g, 100 mmole) in dry THF (250 ml) was reacted with a solution of the Grignard reagent prepared from 1-bromo-3,4-difluorobenzene (19 g, 100 mmole) and magnesium (2.4 g, 100 mmole) in dry THF at -60° C. as described in example 3 to give the product (38%, mp: 118-120° C.). Calc'd for C14H16F2O3 : C, 62.22%; H,5.97%. Found: C, 61.97%; H, 6.35%. Reactants: CCCCO, CCOC(C)=O, O=C(O)c1ccc(F)cc1[N+](=O)[O-], O=S(=O)(O)O. Product: CCCCOc1ccc(C(=O)O)c([N+](=O)[O-])c1. Reaction SMILES: [CH2:25]([CH2:26][CH2:27][CH3:28])[OH:29].[CH3:19][CH2:20][O:21][C:22](=[O:23])[CH3:24].[F:1][c:2]1[cH:3][c:4]([N+:11](=[O:12])[O-:13])[c:5]([C:6](=[O:7])[OH:8])[cH:9][cH:10]1.[S:14](=[O:15])(=[O:16])([OH:17])[OH:18]>>[c:2]1([O:29][CH2:25][CH2:26][CH2:27][CH3:28])[cH:3][c:4]([N+:11](=[O:12])[O-:13])[c:5]([C:6](=[O:7])[OH:8])[cH:9][cH:10]1. Reactants: NC1=NC(=C(C=C1[N+](=O)[O-])[N+](=O)[O-])N (2,6-diamino-3,5-dinitropyridine), CS(=O)C (dimethylsulfoxide), CN (methylamine). Run in CN(C(C)=O)C (N,N-dimethylacetamide), CO (methanol). Run at temperature 70 celsius, time 4 hour. The product is CNC1=NC(=C(C=C1[N+](=O)[O-])[N+](=O)[O-])NC (2,6-Di(methylamino)-3,5-dinitropyridine), solid. Yield: 93.0%. Reaction SMILES: N[C:2]1[C:7]([N+:8]([O-:10])=[O:9])=[CH:6][C:5]([N+:11]([O-:13])=[O:12])=[C:4]([NH2:14])[N:3]=1.[CH3:15]S(C)=O.[CH3:19][NH2:20]>CN(C)C(=O)C.CO>[CH3:19][NH:20][C:2]1[C:7]([N+:8]([O-:10])=[O:9])=[CH:6][C:5]([N+:11]([O-:13])=[O:12])=[C:4]([NH:14][CH3:15])[N:3]=1. Procedure: To a solution of 2,6-diamino-3,5-dinitropyridine (25.0 g, 0.125 mole) and 225 ml dimethylsulfoxide in a 500 ml Parr bottle was added a solution of methylamine (20 g, 0.65 mole) in 75 ml N,N-dimethylacetamide (DMAc). The reaction was shaken for 4 hours at ambient temperatures and then heated 20 hours at 70°C. Upon cooling, the heterogeneous mixture was diluted with 100 ml methanol, filtered, washed with 200 ml DMAc-methanol (lv/lv), twice with methanol and dried. 2,6-Di(methylamino)-3,5-dinitropy... The reactants are resultant mixture, CC=1C=C(C(=O)O)C=CC1C (3,4-Dimethylbenzoic acid), CN(C)C(=[N+](C)C)ON1C2=C(C=CC=C2)N=N1.[B-](F)(F)(F)F (TBTU), CCN(C(C)C)C(C)C (DIPEA), CN[C@H](CN1CC(C1)O)CCC ((S)-1-(2-(methylamino)pentyl)azetidin-3-ol). The solvent is C(Cl)Cl (DCM). Reaction conditions: time 90 minute. The product is OC1CN(C1)C[C@H](CCC)N(C(C1=CC(=C(C=C1)C)C)=O)C ((S)—N-(1-(3-Hydroxyazetidin-1-yl)pentan-2-yl)-N,3,4-trimethylbenzamide). Yield: 27.2%. As a reaction SMILES: [CH3:1][C:2]1[CH:3]=[C:4]([CH:8]=[CH:9][C:10]=1[CH3:11])[C:5]([OH:7])=O.CN(C(ON1N=NC2C=CC=CC1=2)=[N+](C)C)C.[B-](F)(F)(F)F.CCN(C(C)C)C(C)C.[CH3:43][NH:44][C@@H:45]([CH2:52][CH2:53][CH3:54])[CH2:46][N:47]1[CH2:50][CH:49]([OH:51])[CH2:48]1>C(Cl)Cl>[OH:51][CH:49]1[CH2:48][N:47]([CH2:46][C@@H:45]([N:44]([CH3:43])[C:5](=[O:7])[C:4]2[CH:8]=[CH:9][C:10]([CH3:11])=[C:2]([CH3:1])[CH:3]=2)[CH2:52][CH2:53][CH3:54])[CH2:50]1 |f:1.2|. Reported procedure: 3,4-Dimethylbenzoic acid (0.174 g, 1.16 mmol), TBTU (0.373 g, 1.16 mmol) and DIPEA (0.303 mL, 1.74 mmol) was stirred in DCM (2 mL) for 40 min before (S)-1-(2-(methylamino)pentyl)azetidin-3-ol (Compound J4) (0.1 g, 0.58 mmol) was added. The resultant mixture was stirred at rt overnight. The solvent was removed under reduced pressure and the residue dissolved in a mixture of MeOH (3 mL) and NaOH (aq. 1 mL, 1M). The resultant mixture was stirred at rt for 90 min before the MeOH was removed on a vac... The reactants are ICC(=O)C1=CC=CC=C1 (2-iodoacetophenone), OC=1C(=C(C=CC1)I)OS(=O)(=O)C1=CC=C(C)C=C1 (hydroxy(tosyloxy)iodobenzene), O (water). Run in CS(=O)C (dimethylsulfoxide). Product: OCC(=O)C1=C(C=CC=C1)I (2-hydroxy-1-(2-iodophenyl)ethanone). The yield is 12.0%. Reaction SMILES: I[CH2:2][C:3]([C:5]1[CH:10]=[CH:9][CH:8]=[CH:7][CH:6]=1)=[O:4].OC1C(OS(C2C=CC(C)=CC=2)(=O)=O)=C([I:18])C=CC=1.[OH2:30]>CS(C)=O>[OH:30][CH2:2][C:3]([C:5]1[CH:10]=[CH:9][CH:8]=[CH:7][C:6]=1[I:18])=[O:4]. Procedure details: A mixture of 2-iodoacetophenone (1 g, 4.1 mmol) and hydroxy(tosyloxy)iodobenzene (1.86 g, 4.92 mmol) in dimethylsulfoxide:water (40 mL:2 mL) was stirred at room temperature overnight. The reaction mixture was partitioned between water and ethyl acetate. The organic layer was washed with brine, dried over MgSO4 and concentrated in vacuo. The residue was purified by flash column chromatography on silica, eluting with 40% ethyl acetate/isohexane, to give 2-hydroxy-1-(2-iodophenyl)ethanone (126 mg, ... Starting materials: C(C)C1C(NC2=CC=CC=C12)=O (3-ethyl-1,3-dihydro-2H-indol-2-one), BrCCCCl (1-bromo-3-chloropropane). The product is ClCCCC1(C(NC2=CC=CC=C12)=O)CC (3-(3-Chloropropyl)-3-ethyl-1,3-dihydro-2H-indol-2-one). As a reaction SMILES: [CH2:1]([CH:3]1[C:11]2[C:6](=[CH:7][CH:8]=[CH:9][CH:10]=2)[NH:5][C:4]1=[O:12])[CH3:2].Br[CH2:14][CH2:15][CH2:16][Cl:17]>>[Cl:17][CH2:16][CH2:15][CH2:14][C:3]1([CH2:1][CH3:2])[C:11]2[C:6](=[CH:7][CH:8]=[CH:9][CH:10]=2)[NH:5][C:4]1=[O:12]. Reported procedure: The title compound is prepared according to process E starting from 3-ethyl-1,3-dihydro-2H-indol-2-one and 1-bromo-3-chloropropane. Starting materials: CCOC(=CC(=O)C(F)(F)F)OCC, CC#N, [NH4+], [OH-], O. Product: CCOC(N)=CC(=O)C(F)(F)F. As a reaction SMILES: [CH2:1]([CH3:2])[O:3][C:4](=[CH:5][C:6]([C:7]([F:8])([F:9])[F:10])=[O:11])[O:12][CH2:13][CH3:14].[CH3:17][C:18]#[N:19].[NH4+:16].[OH-:15].[OH2:20]>>[CH2:1]([CH3:2])[O:3][C:4](=[CH:5][C:6]([C:7]([F:8])([F:9])[F:10])=[O:11])[NH2:16].